From a dataset of the Open Reaction Database (ORD), a public repository of structured organic reaction records. describe an organic reaction: reactants, conditions, products, and yield Yields the product [Bi].C(CN(CC(=O)O)CC(=O)O)N(CC(=O)O)CC(=O)O (Bismuth EDTA). Yield: 61.5%. Starting materials: [N+](=O)([O-])[O-].[O-2].[Bi+3] (bismuth oxynitrate), C(CN(CC(=O)O)CC(=O)O)N(CC(=O)O)CC(=O)O (N,N'-1,2-ethanediylbis[N-(carboxymethyl)glycine]). Procedure details: A mixture of bismuth oxynitrate (20.09 g) and N,N'-1,2-ethanediylbis[N-(carboxymethyl)glycine] (EDTA; 17.57 g) in water (100 ml) was heated at 90°-95° for 2 h. The hot suspension was filtered and the residue re-heated at 90°-95° with water (4×70 ml) until almost all the solid had dissolved. On each extraction, the suspension was filtered and the strongly acidic filtrates evaporated in vacuo to approximately 70 ml. The mixture from the extractions was cooled to 18° and the precipitated solid filt... RXN SMILES: [N+]([O-])([O-])=O.[O-2].[Bi+3:6].[CH2:7]([N:18]([CH2:23][C:24]([OH:26])=[O:25])[CH2:19][C:20]([OH:22])=[O:21])[CH2:8][N:9]([CH2:14][C:15]([OH:17])=[O:16])[CH2:10][C:11]([OH:13])=[O:12]>O>[Bi:6].[CH2:8]([N:9]([CH2:14][C:15]([OH:17])=[O:16])[CH2:10][C:11]([OH:13])=[O:12])[CH2:7][N:18]([CH2:23][C:24]([OH:26])=[O:25])[CH2:19][C:20]([OH:22])=[O:21] |f:0.1.2,5.6|. Solvent: O (water). The reactants are C(#N)C1=CC=C(OC=2C=C(C(=O)NC3CCNCC3)C=C(C2)OC2=CC=C(C=C2)C#N)C=C1 (3,5-bis-(4-cyano-phenoxy)-N-piperidin-4-yl-benzamide), ClC(=O)OCC (ethyl choroformate). Yields the product C(C)OC(=O)N1CCC(CC1)NC(C1=CC(=CC(=C1)OC1=CC=C(C=C1)C#N)OC1=CC=C(C=C1)C#N)=O (4-[3,5-Bis-(4-cyano-phenoxy)-benzoylamino]-piperidine-1-carboxylic Acid Ethyl Ester). Isolated yield 68.7%. As a reaction SMILES: [C:1]([C:3]1[CH:33]=[CH:32][C:6]([O:7][C:8]2[CH:9]=[C:10]([CH:20]=[C:21]([O:23][C:24]3[CH:29]=[CH:28][C:27]([C:30]#[N:31])=[CH:26][CH:25]=3)[CH:22]=2)[C:11]([NH:13][CH:14]2[CH2:19][CH2:18][NH:17][CH2:16][CH2:15]2)=[O:12])=[CH:5][CH:4]=1)#[N:2].Cl[C:35]([O:37][CH2:38][CH3:39])=[O:36]>>[CH2:38]([O:37][C:35]([N:17]1[CH2:16][CH2:15][CH:14]([NH:13][C:11](=[O:12])[C:10]2[CH:20]=[C:21]([O:23][C:24]3[CH:25]=[CH:26][C:27]([C:30]#[N:31])=[CH:28][CH:29]=3)[CH:22]=[C:8]([O:7][C:6]3[CH:5]=[CH:4][C:3]([C:1]#[N:2])=[CH:33][CH:32]=3)[CH:9]=2)[CH2:19][CH2:18]1)=[O:36])[CH3:39]. Reported procedure: Following procedure of Example 11(e) 3,5-bis-(4-cyano-phenoxy)-N-piperidin-4-yl-benzamide 0.5 g (1.14 mmol) and ethyl choroformate (0.186 g, 1.71 mmol) were used to afford 0.4 g of the required product. 1H NMR (DMSO-d6): 81.21 (311, t), 1.42 (4H, m), 1.81 (3H, d), 2.92 (2H, m), 4.12 (2H, m), 7.26 (5H, d), 7.52 (2H, d), 7.92 (4H, d), 8.41 (1H, d). The reactants are CC#N, COC(=O)Cc1cc(C=O)ccc1OCC(C)C, ClC(Cl)Cl, [O-][Cl+][O-], Cl, [Na+], [Na+], O, OO, O=P([O-])(O)O. The product is COC(=O)Cc1cc(C(=O)O)ccc1OCC(C)C. Reaction SMILES: [CH3:32][C:33]#[N:34].[CH:1](=[O:2])[c:3]1[cH:4][cH:5][c:6]([O:14][CH2:15][CH:16]([CH3:17])[CH3:18])[c:7]([CH2:9][C:10](=[O:11])[O:12][CH3:13])[cH:8]1.[CH:36]([Cl:37])([Cl:38])[Cl:39].[Cl+:27]([O-:28])[O-:29].[ClH:31].[Na+:24].[Na+:30].[OH2:35].[OH:25][OH:26].[P:19](=[O:20])([O-:21])([OH:22])[OH:23]>>[C:1](=[O:2])([c:3]1[cH:4][cH:5][c:6]([O:14][CH2:15][CH:16]([CH3:17])[CH3:18])[c:7]([CH2:9][C:10](=[O:11])[O:12][CH3:13])[cH:8]1)[OH:20]. The reactants are 2-[, BrC1=CC(=C(C=C1F)C1CC(CC1)N1C(C2=CC=CC=C2C1=O)=O)F (3-(4-bromo-2,5-difluorophenyl)cyclopentyl-1H-isoindole-1,3-(2H)-dione), [Cu]C#N (copper (I) cyanide), CN(C=O)C (N,N-dimethylformamide), [OH-].[NH4+] (ammonium hydroxide). Run in O (water). Product: O=C1N(C(C2=CC=CC=C12)=O)C1CC(CC1)C1=CC(=C(C#N)C=C1F)F (4-[3-(1,3-Dihydro-1,3-dioxo-2H-isoindol-2-Yl)cyclopentyl]-2,5-difluorobenzonitrile). RXN SMILES: Br[C:2]1[C:7]([F:8])=[CH:6][C:5]([CH:9]2[CH2:13][CH2:12][CH:11]([N:14]3[C:22](=[O:23])[C:21]4[C:16](=[CH:17][CH:18]=[CH:19][CH:20]=4)[C:15]3=[O:24])[CH2:10]2)=[C:4]([F:25])[CH:3]=1.[Cu][C:27]#[N:28].CN(C)C=O.[OH-].[NH4+]>O>[O:23]=[C:22]1[C:21]2[C:16](=[CH:17][CH:18]=[CH:19][CH:20]=2)[C:15](=[O:24])[N:14]1[CH:11]1[CH2:12][CH2:13][CH:9]([C:5]2[C:4]([F:25])=[CH:3][C:2]([C:27]#[N:28])=[C:7]([F:8])[CH:6]=2)[CH2:10]1 |f:3.4|. Reported procedure: A suspension of 91.35 g (0.225 mol) of 2-[3-(4-bromo-2,5-difluorophenyl)cyclopentyl-1H-isoindole-1,3-(2H)-dione, 22.4 g (0.25 mol) of copper (I) cyanide and 250 ml of N,N-dimethylformamide was stirred and heated in a nitrogen atmosphere at 170° for 18 hours. The cooled mixture was poured into a solution of 100 ml of concentrated ammonium hydroxide in 1 L of water. The aqueous mixture was extracted with ether (4×350 ml) and the combined ether layers were washed with water (3×300 ml), dried (MgSO4... Starting materials: BrC=1C=C(C(=C(C1)C)OC)C (5-bromo-2-methoxy-1,3-dimethylbenzene), BrC1=NC=CC(=C1)/C(=N\S(=O)C(C)(C)C)/C1=C(C(=CC=C1)F)C#N ((E)-N-((2-bromopyridin-4-yl)(2-cyano-3-fluorophenyl)methylene)-2-methylpropane-2-sulfinamide). As a reaction SMILES: Br[C:2]1[CH:3]=[C:4]([CH3:11])[C:5]([O:9][CH3:10])=[C:6]([CH3:8])[CH:7]=1.[Br:12][C:13]1[CH:18]=[C:17](/[C:19](/[C:27]2[CH:32]=[CH:31][CH:30]=[C:29]([F:33])[C:28]=2[C:34]#[N:35])=[N:20]\S(C(C)(C)C)=O)[CH:16]=[CH:15][N:14]=1>>[Br:12][C:13]1[CH:18]=[C:17]([C:19]2([C:2]3[CH:3]=[C:4]([CH3:11])[C:5]([O:9][CH3:10])=[C:6]([CH3:8])[CH:7]=3)[C:27]3[C:28](=[C:29]([F:33])[CH:30]=[CH:31][CH:32]=3)[C:34]([NH2:35])=[N:20]2)[CH:16]=[CH:15][N:14]=1. Yields the product BrC1=NC=CC(=C1)C1(N=C(C2=C(C=CC=C12)F)N)C1=CC(=C(C(=C1)C)OC)C (1-(2-Bromopyridin-4-yl)-4-fluoro-1-(4-methoxy-3,5-dimethylphenyl)-1H-isoindol-3-amine). Procedure: The title compound was synthesized as described in Example 24i starting from 5-bromo-2-methoxy-1,3-dimethylbenzene (190 mg, 0.88 mmol) and (E)-N-((2-bromopyridin-4-yl)(2-cyano-3-fluorophenyl)methylene)-2-methylpropane-2-sulfinamide (300 mg, 0.73 mmol) to give the title compound which was used without further purification (400 mg, quant.). Product: ClC1=C(C(=O)N)C=C(C(=N1)Cl)Cl (2,5,6-Trichloronicotinamide). Procedure: A solution of 2,5,6-trichloronicotinonitrile (30 g, 144.92 mmol, 1.00 equiv) in sulfuric acid (98%, 162 mL, 1.00 equiv) was stirred for 1 h at 60° C. in an oil bath. The reaction mixture was cooled and then quenched by the addition of water/ice. The solid was collected by filtration and dried in an oven under reduced pressure. This resulted in 26 g of 2,5,6-trichloronicotinamide as a white solid. LC-MS (ES, m/z): 225 [M+H]+. 1H-NMR (300 MHz, DMSO-d6) δ (ppm) 9.38 (1H, s), 8.12 (1H, s), 7.95 (1H,... RXN SMILES: [Cl:1][C:2]1[N:9]=[C:8]([Cl:10])[C:7]([Cl:11])=[CH:6][C:3]=1[C:4]#[N:5].S(=O)(=O)(O)[OH:13]>>[Cl:1][C:2]1[N:9]=[C:8]([Cl:10])[C:7]([Cl:11])=[CH:6][C:3]=1[C:4]([NH2:5])=[O:13]. Starting materials: ClC1=C(C#N)C=C(C(=N1)Cl)Cl (2,5,6-trichloronicotinonitrile), S(O)(O)(=O)=O (sulfuric acid).